describe an organic reaction: reactants, conditions, products, and yield From a dataset of the Open Reaction Database (ORD), a public repository of structured organic reaction records. Reactants: Cl.Cl.N1CCC(CC1)NC1=C(C=CC=C1)C(F)(F)F (piperidin-4-yl-(2-trifluoromethyl-phenyl)-amine dihydrochloride), C1(=CC=CC=C1)C1=CC(=NO1)C(=O)NCC(=O)O ([(5-phenyl-isoxazole-3-carbonyl)-amino]-acetic acid), CCN(C(C)C)C(C)C (DIPEA), C=1C=CC2=C(C1)N=NN2O (HOBt), CCN=C=NCCCN(C)C.Cl (EDCI.HCl). Solvent: CN(C)C=O (DMF), O (water). Run at time 8 hour. Yields the product O=C(CNC(=O)C1=NOC(=C1)C1=CC=CC=C1)N1CCC(CC1)NC1=C(C=CC=C1)C(F)(F)F (5-phenyl-isoxazole-3-carboxylic acid {2-oxo-2-[4-(2-trifluoromethyl-phenylamino)-piperidin-1-yl]-ethyl}-amide). The yield is 60.3%. As a reaction SMILES: [C:1]1([C:7]2[O:11][N:10]=[C:9]([C:12]([NH:14][CH2:15][C:16]([OH:18])=O)=[O:13])[CH:8]=2)[CH:6]=[CH:5][CH:4]=[CH:3][CH:2]=1.CCN(C(C)C)C(C)C.C1C=CC2N(O)N=NC=2C=1.CCN=C=NCCCN(C)C.Cl.Cl.Cl.[NH:52]1[CH2:57][CH2:56][CH:55]([NH:58][C:59]2[CH:64]=[CH:63][CH:62]=[CH:61][C:60]=2[C:65]([F:68])([F:67])[F:66])[CH2:54][CH2:53]1>CN(C=O)C.O>[O:18]=[C:16]([N:52]1[CH2:53][CH2:54][CH:55]([NH:58][C:59]2[CH:64]=[CH:63][CH:62]=[CH:61][C:60]=2[C:65]([F:66])([F:67])[F:68])[CH2:56][CH2:57]1)[CH2:15][NH:14][C:12]([C:9]1[CH:8]=[C:7]([C:1]2[CH:2]=[CH:3][CH:4]=[CH:5][CH:6]=2)[O:11][N:10]=1)=[O:13] |f:3.4,5.6.7|. Procedure: To a stirred solution of [(5-phenyl-isoxazole-3-carbonyl)-amino]-acetic acid (0.0685 g, 0.00024 mol) in DMF (2 mL) was added DIPEA (0.173 g, 0.00134 mol), HOBt (0.045 g, 0.00034 mol) and EDCI.HCl (0.064 g, 0.00034 mol) at ambient temperature. After 2 minutes piperidin-4-yl-(2-trifluoromethyl-phenyl)-amine dihydrochloride (0.068 g, 0.00024 mol) was added and the resulting mixture was stirred overnight. The reaction mixture was then diluted with cold water and the product was extracted with ethyl ...